Dataset: the Open Reaction Database (ORD), a public repository of structured organic reaction records. Task: describe an organic reaction: reactants, conditions, products, and yield Starting materials: ClC1=CC=C(OS(=O)(=O)N=C=O)C=C1 (4-Chlorophenoxysulphonylisocyanate), O=C1C=C(OC2=C1C=C1C(C=C(NC1=C2CCC)C(=O)OC)=O)C(=O)OCC (ethyl 6,9-dihydro-4,6-dioxo-8-methoxycarbonyl-10-propyl-4H-pyrano[3,2-g]quinoline-2-carboxylate), Cl (hydrogen chloride). Run in C(C)#N (acetonitrile). The product is NC1=CC(=NC2=C(C3=C(C=C12)C(C=C(O3)C(=O)OCC)=O)CCC)C(=O)OC (Ethyl 6-amino-8-methoxycarbonyl-4-oxo-10-propyl-4H-pyrano[3,2-g]quinoline-2-carboxylate). As a reaction SMILES: ClC1C=CC(OS([N:10]=C=O)(=O)=O)=CC=1.[O:15]=[C:16]1[C:21]2[CH:22]=[C:23]3[C:28](=[C:29]([CH2:30][CH2:31][CH3:32])[C:20]=2[O:19][C:18]([C:38]([O:40][CH2:41][CH3:42])=[O:39])=[CH:17]1)[NH:27][C:26]([C:33]([O:35][CH3:36])=[O:34])=[CH:25][C:24]3=O.Cl>C(#N)C>[NH2:10][C:24]1[C:23]2[C:28](=[C:29]([CH2:30][CH2:31][CH3:32])[C:20]3[O:19][C:18]([C:38]([O:40][CH2:41][CH3:42])=[O:39])=[CH:17][C:16](=[O:15])[C:21]=3[CH:22]=2)[N:27]=[C:26]([C:33]([O:35][CH3:36])=[O:34])[CH:25]=1. Procedure: 4-Chlorophenoxysulphonylisocyanate (0.2 ml, 290 mg) was added to a suspension of ethyl 6,9-dihydro-4,6-dioxo-8-methoxycarbonyl-10-propyl-4H-pyrano[3,2-g]quinoline-2-carboxylate (385 mg, 1 mmol) in acetonitrile (5 ml), and then refluxed for 0.5 h. The solution was allowed to cool, ethanolic hydrogen chloride solution (2 ml) was added, and after 5 minutes the pale yellow solution was poured into aqueous ammonial solution (0.88 specific gravity, 5 ml) at 5° C., to give a thick orange precipitate. F... Reactants: NC1=NC=CC=C1N (2,3-diaminopyridine), S(=O)(=O)(C)OC(C(C)=O)CC#C (3-mesyloxy-5-hexyn-2-one). The solvent is CO (methanol). Yields the product NC=1C=2N(C=CC1)C(=C(N2)C)CC#C (8-amino-3-(2-propynyl)-2-methylimidazo[1,2-a]pyridine). The yield is 17.3%. Reaction SMILES: [NH2:1][C:2]1[C:7]([NH2:8])=[CH:6][CH:5]=[CH:4][N:3]=1.S(O[CH:14]([CH2:18][C:19]#[CH:20])[C:15](=O)[CH3:16])(C)(=O)=O>CO>[NH2:8][C:7]1[C:2]2[N:3]([C:14]([CH2:18][C:19]#[CH:20])=[C:15]([CH3:16])[N:1]=2)[CH:4]=[CH:5][CH:6]=1. Reported procedure: A mixture of 2,3-diaminopyridine (62.8 g) and 3-mesyloxy-5-hexyn-2-one (109.5 g) in methanol (126 ml) was refluxed for 20 hours. After methanol was evaporated in vacuo, sodium bicarbonate aqueous solution was added to the residue and then the mixture was extracted with ethyl acetate, washed with water and sodium chloride aqueous solution, and evaporated in vacuo. The resultant residue was subjected to column chromatography on silica gel (310 g) and eluted with a mixture of methylene chloride and... Starting materials: FB(C1=C(C=C(C=C1C)C)C)C1=C(C=C(C=C1C)C)C (fluorodimesitylborane), solution, C(C)(C)(C)[Li] (tert-butyllithium), BrC1=CC(=CC=C1)Br (1,3-dibromobenzene). Run in C1CCOC1 (THF), CCCCCC (n-hexane), C1CCOC1 (THF). Run at temperature -78 celsius, time 1 hour. The product is C1(=C(C(=CC(=C1)C)C)B(C1=CC(=CC=C1)B(C1=C(C=C(C=C1C)C)C)C1=C(C=C(C=C1C)C)C)C1=C(C=C(C=C1C)C)C)C (1,3-bis(dimesitylboryl)benzene). As a reaction SMILES: [C:1]([Li])([CH3:4])([CH3:3])[CH3:2].Br[C:7]1[CH:12]=[CH:11][CH:10]=[C:9](Br)[CH:8]=1.F[B:15]([C:25]1[C:30]([CH3:31])=[CH:29][C:28]([CH3:32])=[CH:27][C:26]=1[CH3:33])[C:16]1[C:21]([CH3:22])=[CH:20][C:19]([CH3:23])=[CH:18][C:17]=1[CH3:24]>CCCCCC.C1COCC1>[C:1]1([CH3:4])[CH:3]=[C:30]([CH3:29])[CH:25]=[C:26]([CH3:27])[C:2]=1[B:15]([C:16]1[C:21]([CH3:22])=[CH:20][C:19]([CH3:23])=[CH:18][C:17]=1[CH3:24])[C:7]1[CH:12]=[CH:11][CH:10]=[C:9]([B:15]([C:25]2[C:30]([CH3:31])=[CH:29][C:28]([CH3:32])=[CH:27][C:26]=2[CH3:33])[C:16]2[C:21]([CH3:22])=[CH:20][C:19]([CH3:23])=[CH:18][C:17]=2[CH3:24])[CH:8]=1. Reported procedure: 25.9 ml (44 mmol) of a 1.7 M solution of tert-butyllithium in n-hexane was added dropwise to a well-stirred solution of 2.36 g (10 mmol) of 1,3-dibromobenzene in 200 ml of absolute THF which had been cooled to −78° C. over a period of 20 minutes at such a rate that the temperature of the reaction mixture did not exceed −65° C. The solution was stirred for another 1 hour at −78° C. and a solution of 6.44 g (24 mmol) of fluorodimesitylborane in 50 ml of absolute THF was then added dropwise over a ... Reactants: Brc1ccccc1, NC1CCN(Cc2ccccc2)C1. The product is c1ccc(CN2CCC(Nc3ccccc3)C2)cc1. As a reaction SMILES: [Br:14][c:15]1[cH:16][cH:17][cH:18][cH:19][cH:20]1.[CH2:1]([c:2]1[cH:3][cH:4][cH:5][cH:6][cH:7]1)[N:8]1[CH2:9][CH:10]([NH2:13])[CH2:11][CH2:12]1>>[CH2:1]([c:2]1[cH:3][cH:4][cH:5][cH:6][cH:7]1)[N:8]1[CH2:9][CH:10]([NH:13][c:15]2[cH:16][cH:17][cH:18][cH:19][cH:20]2)[CH2:11][CH2:12]1. Starting materials: NC1=C2N=CN(C2=NC=N1)[C@H]1[C@@H]([C@H](O)[C@H](O1)CO)F (6-Amino-9-(2-deoxy-2-fluoro-β-D-ribofuranosyl)-9H-purine), [C@@H]1([C@H](O)[C@H](O)[C@@H](CO)O1)N1C=NC=2C(N)=NC=NC12 (adenosine). Run in O (water). Run at time 24 hour. The product is F[C@H]1[C@@H](O[C@@H]([C@H]1O)CO)N1C=2N=CNC(C2N=C1)=O (9-(2-Deoxy-2-fluoro-β-D-ribofuranosyl)hypoxanthine). As a reaction SMILES: N[C:2]1[N:10]=[CH:9][N:8]=[C:7]2[C:3]=1[N:4]=[CH:5][N:6]2[C@@H:11]1[O:16][C@H:15]([CH2:17][OH:18])[C@@H:13]([OH:14])[C@H:12]1[F:19].[C@@H]1(N2C3N=CN=C(N)C=3N=C2)O[C@H](CO)[C@@H](O)[C@H]1[OH:22]>O>[F:19][C@@H:12]1[C@H:13]([OH:14])[C@@H:15]([CH2:17][OH:18])[O:16][C@H:11]1[N:6]1[CH:5]=[N:4][C:3]2[C:2](=[O:22])[NH:10][CH:9]=[N:8][C:7]1=2. Procedure details: 6-Amino-9-(2-deoxy-2-fluoro-β-D-ribofuranosyl)-9H-purine (0.29 g, 1.0 mmole), prepared as in Example 8, was dissolved in 100 ml of water. Calf intestinal adenosine deaminase (4 I.U., Boehringer Mannheim) was added and the solution incubated at 37° C. for 24 hrs. The solvent was removed under vacuum. The residue was dissolved in water/n-propanol (7/3) and chromatographed on a 5×90 cm column of Sephadex G-10 (Pharmacia LKB) with water/n-propanol (7/3) as the solvent. Product-containing fractions w... Reactants: O=c1[nH]nc(Cl)c2cc(Br)ccc12, CCOC(C)=O, NCc1ccccc1CN1CCOCC1, O=C(C=Cc1ccccc1)C=Cc1ccccc1, O=C(C=Cc1ccccc1)C=Cc1ccccc1, O=C(C=Cc1ccccc1)C=Cc1ccccc1, [Pd], [Pd]. The product is O=c1[nH]nc(Cl)c2cc(NCc3ccccc3CN3CCOCC3)ccc12. Reaction SMILES: [Br:1][c:2]1[cH:3][c:4]2[c:5]([Cl:13])[n:6][nH:7][c:8](=[O:12])[c:9]2[cH:10][cH:11]1.[CH3:29][CH2:30][O:31][C:32]([CH3:33])=[O:34].[O:14]1[CH2:15][CH2:16][N:17]([CH2:20][c:21]2[c:22]([CH2:23][NH2:24])[cH:25][cH:26][cH:27][cH:28]2)[CH2:18][CH2:19]1.[O:37]=[C:38]([CH:39]=[CH:40][c:41]1[cH:42][cH:43][cH:44][cH:45][cH:46]1)[CH:47]=[CH:48][c:49]1[cH:50][cH:51][cH:52][cH:53][cH:54]1.[O:55]=[C:56]([CH:57]=[CH:58][c:59]1[cH:60][cH:61][cH:62][cH:63][cH:64]1)[CH:65]=[CH:66][c:67]1[cH:68][cH:69][cH:70][cH:71][cH:72]1.[O:73]=[C:74]([CH:75]=[CH:76][c:77]1[cH:78][cH:79][cH:80][cH:81][cH:82]1)[CH:83]=[CH:84][c:85]1[cH:86][cH:87][cH:88][cH:89][cH:90]1.[Pd:35].[Pd:36]>>[c:2]1([NH:24][CH2:23][c:22]2[c:21]([CH2:20][N:17]3[CH2:16][CH2:15][O:14][CH2:19][CH2:18]3)[cH:28][cH:27][cH:26][cH:25]2)[cH:3][c:4]2[c:5]([Cl:13])[n:6][nH:7][c:8](=[O:12])[c:9]2[cH:10][cH:11]1.